This data is from the Open Reaction Database (ORD), a public repository of structured organic reaction records. The task is: describe an organic reaction: reactants, conditions, products, and yield Reactants: CSc1ccc(-c2nc(-c3cccc(C)c3)c(-c3cc(C)nc(C)c3)s2)cc1, CN(C)C=O, O=C(OO)c1cccc(Cl)c1, [Na+], [OH-]. The product is Cc1cccc(-c2nc(-c3ccc(S(C)=O)cc3)sc2-c2cc(C)nc(C)c2)c1. As a reaction SMILES: [CH3:1][c:2]1[n:3][c:4]([CH3:28])[cH:5][c:6](-[c:8]2[c:9](-[c:21]3[cH:22][c:23]([CH3:27])[cH:24][cH:25][cH:26]3)[n:10][c:11](-[c:13]3[cH:14][cH:15][c:16]([S:19][CH3:20])[cH:17][cH:18]3)[s:12]2)[cH:7]1.[CH3:42][N:43]([CH3:44])[CH:45]=[O:46].[Cl:29][c:30]1[cH:31][cH:32][cH:33][c:34]([C:35]([O:36][OH:38])=[O:37])[cH:39]1.[Na+:41].[OH-:40]>>[CH3:1][c:2]1[n:3][c:4]([CH3:28])[cH:5][c:6](-[c:8]2[c:9](-[c:21]3[cH:22][c:23]([CH3:27])[cH:24][cH:25][cH:26]3)[n:10][c:11](-[c:13]3[cH:14][cH:15][c:16]([S:19]([CH3:20])=[O:37])[cH:17][cH:18]3)[s:12]2)[cH:7]1. Starting materials: C(CC)C1COC(OC1)C1=CC(=CC(=C1)F)F (5-Propyl-2-(3,5-difluorophenyl)-1,3-dioxane), O (Water), C(CCC)[Li] (n-butyl lithium), Tetrakistriphenylphosphine palladium, BrC1=CC(=C(C(=C1)F)C(F)(F)F)F (1-bromo-3,5-difluoro-4-trifluoromethylbenzene). Reagents/catalysts: [Cl-].[Zn+2].[Cl-] (zinc chloride). The solvent is CCCCCC (hexane), C1CCOC1 (THF), C1CCOC1 (THF). Conditions: temperature -60 celsius, time 1.5 hour. The product is C(CC)C1COC(OC1)C1=CC(=C(C(=C1)F)C1=CC(=C(C(=C1)F)C(F)(F)F)F)F (5-propyl-2-(4-(3,5-difluoro-4-trifluoromethylphenyl)-3,5-difluorophenyl)-1,3-dioxane). Isolated yield 24.3%. RXN SMILES: [CH2:1]([CH:4]1[CH2:9][O:8][CH:7]([C:10]2[CH:15]=[C:14]([F:16])[CH:13]=[C:12]([F:17])[CH:11]=2)[O:6][CH2:5]1)[CH2:2][CH3:3].C([Li])CCC.Br[C:24]1[CH:29]=[C:28]([F:30])[C:27]([C:31]([F:34])([F:33])[F:32])=[C:26]([F:35])[CH:25]=1.O>C1COCC1.CCCCCC.[Cl-].[Zn+2].[Cl-]>[CH2:1]([CH:4]1[CH2:5][O:6][CH:7]([C:10]2[CH:15]=[C:14]([F:16])[C:13]([C:24]3[CH:25]=[C:26]([F:35])[C:27]([C:31]([F:32])([F:33])[F:34])=[C:28]([F:30])[CH:29]=3)=[C:12]([F:17])[CH:11]=2)[O:8][CH2:9]1)[CH2:2][CH3:3] |f:6.7.8|. Procedure details: 5-Propyl-2-(3,5-difluorophenyl)-1,3-dioxane (5.0 g; 20.6 mmol), which had been synthesized in Step 1 of Example 1, was dissolved in THF (50 ml), and the solution was cooled to -60° C. in a nitrogen atmosphere. A solution (16.1 ml; 25.8 mmol) of 1.60M n-butyl lithium in hexane was added dropwise thereto so that the temperature of the mixture did not exceed -45° C. The mixture was stirred for 1.5 hours with the temperature being maintained below -45° C. Subsequently, a solution (51.6 ml; 25.8 mmol... The reactants are COc1ccc(-n2c(-c3ccccc3)cnc2S)cc1, CCO, CCOC(C)=O, [NH4+], [OH-]. The product is COc1ccc(-n2cncc2-c2ccccc2)cc1. RXN SMILES: [CH3:1][O:2][c:3]1[cH:4][cH:5][c:6](-[n:9]2[c:10]([SH:20])[n:11][cH:12][c:13]2-[c:14]2[cH:15][cH:16][cH:17][cH:18][cH:19]2)[cH:7][cH:8]1.[CH3:21][CH2:22][OH:23].[CH3:26][CH2:27][O:28][C:29](=[O:30])[CH3:31].[NH4+:24].[OH-:25]>>[CH3:1][O:2][c:3]1[cH:4][cH:5][c:6](-[n:9]2[cH:10][n:11][cH:12][c:13]2-[c:14]2[cH:15][cH:16][cH:17][cH:18][cH:19]2)[cH:7][cH:8]1. The reactants are C(C)C(CCOC1OCCCC1)=C (2-(3-ethyl-3-butenyloxy)tetrahydropyran), mercuric acetate, CO (methanol), [BH4-].[Na+] (NaBH4). The reagents and catalysts are [Hg] (mercury). Run in [OH-].[Na+] (NaOH), [OH-].[Na+] (NaOH). Product: COC(CCOC1OCCCC1)(C)C (2-(3-methoxy-3-methylbutyloxy)tetrahydropyran). The yield is 93.0%. As a reaction SMILES: [CH2:1]([C:3](=[CH2:13])[CH2:4][CH2:5][O:6][CH:7]1[CH2:12][CH2:11][CH2:10][CH2:9][O:8]1)C.[BH4-].[Na+].[CH3:16][OH:17]>[OH-].[Na+].[Hg]>[CH3:16][O:17][C:3]([CH3:1])([CH3:13])[CH2:4][CH2:5][O:6][CH:7]1[CH2:12][CH2:11][CH2:10][CH2:9][O:8]1 |f:1.2,4.5|. Procedure details: To 2-(3-ethyl-3-butenyloxy)tetrahydropyran (150.0 g, 881.0 mmol) in methanol (600 ml) was added mercuric acetate (309 g, 969 mmol) and the mixture was stirred until it became homogeneous. To this solution was added 0.5N NaOH (500 ml) in one portion followed by dropwise addition of 0.5 N NaBH4 in 0.5 N NaOH (500 ml). The mixture is stirred until mercury metal congeals at the bottom of the flask. The solution is decanted into a separatory funnel and extracted with ether (3×300 ml). The combined et... Starting materials: C1(=CC=CC=C1)C1CCNCC1 (4-phenylpiperidine), C(C1=CC=CC=C1)N1CC(C(C1)C1=CSC=C1)C=O (1-benzyl-3-(SR)-formyl-4-(RS)-(3-thienyl)pyrrolidine), FC1=CC=C(C=C1)C1CCNCC1 (4-(4-fluorophenyl)piperidine). Yields the product C(C1=CC=CC=C1)N1CC(C(C1)C1=CSC=C1)CN1CCC(CC1)C1=CC=C(C=C1)F (1-Benzyl-3-(RS)-(4-(4-fluorophenyl)piperidinylmethyl)-4-(RS)-(3-thienyl)pyrrolidine), FC1=CC=C(C=C1)C1CCNCC1 (4-(4-fluorophenyl)piperidine). RXN SMILES: [CH2:1]([N:8]1[CH2:12][CH:11]([C:13]2[CH:17]=[CH:16][S:15][CH:14]=2)[CH:10]([CH:18]=O)[CH2:9]1)[C:2]1[CH:7]=[CH:6][CH:5]=[CH:4][CH:3]=1.[F:20][C:21]1[CH:26]=[CH:25][C:24]([CH:27]2[CH2:32][CH2:31][NH:30][CH2:29][CH2:28]2)=[CH:23][CH:22]=1.C1(C2CCNCC2)C=CC=CC=1>>[CH2:1]([N:8]1[CH2:12][CH:11]([C:13]2[CH:17]=[CH:16][S:15][CH:14]=2)[CH:10]([CH2:18][N:30]2[CH2:31][CH2:32][CH:27]([C:24]3[CH:23]=[CH:22][C:21]([F:20])=[CH:26][CH:25]=3)[CH2:28][CH2:29]2)[CH2:9]1)[C:2]1[CH:7]=[CH:6][CH:5]=[CH:4][CH:3]=1.[F:20][C:21]1[CH:26]=[CH:25][C:24]([CH:27]2[CH2:28][CH2:29][NH:30][CH2:31][CH2:32]2)=[CH:23][CH:22]=1. Procedure: The title compound was prepared from 1-benzyl-3-(SR)-formyl-4-(RS)-(3-thienyl)pyrrolidine and 4-(4-fluorophenyl)piperidine according to procedures described in Example 1. 4-(4-fluorophenyl)piperidine was prepared according to procedures used to prepare 4-phenylpiperidine in Example 1. Mass Spectrum (CI) m/e 435 (M+1). The product is C(C)OC(C(CC1=C(C=CC(=C1)C#N)[N+](=O)[O-])=O)=O (3-(5-Cyano-2-nitrophenyl)-2-oxo-propionic acid ethyl ester). The solvent is CCO (EtOH), CCO (EtOH). Reported procedure: Dissolve sodium metal (0.345 g) in absolute EtOH (25 mL), add diethyloxalate (10 mL) and then add 3-methyl-4-nitrobenzonitrile (1a, m=0, 1.6 g, Aldrich) as an EtOH solution (25 mL). Stir reaction mixture at rt for 16 h, neutralize the reaction by addition of 5N HCl (3 mL) and remove the EtOH under reduced pressure. Partition the residue between CH2Cl2 (100 mL) and H2O (50 mL). Wash the organic layer successively with H2O (50 mL) and brine (50 mL), dry (MgSO4) and concentrate to give a crude oil.... The reactants are C(C)OC(C(=O)OCC)=O (diethyloxalate), Cl (HCl), [Na] (sodium), CC=1C=C(C#N)C=CC1[N+](=O)[O-] (3-methyl-4-nitrobenzonitrile). As a reaction SMILES: [Na].C(O[C:5](=[O:11])[C:6]([O:8][CH2:9][CH3:10])=[O:7])C.[CH3:12][C:13]1[CH:14]=[C:15]([CH:18]=[CH:19][C:20]=1[N+:21]([O-:23])=[O:22])[C:16]#[N:17].Cl>CCO>[CH2:9]([O:8][C:6](=[O:7])[C:5](=[O:11])[CH2:12][C:13]1[CH:14]=[C:15]([C:16]#[N:17])[CH:18]=[CH:19][C:20]=1[N+:21]([O-:23])=[O:22])[CH3:10] |^1:0|. Reactants: FC1=CC=C(C=C1)C(=C(CO)C=1N=NN(N1)CC)C1=CC=C(C=C1)F (3,3-bis(4-fluorophenyl)-2-(2-ethyl-2H-tetrazol-5-yl)-2-propenol), [Cr](=O)(=O)([O-])Cl.[NH+]1=CC=CC=C1 (pyridinium chlorochromate). Yields the product FC1=CC=C(C=C1)C(=C(C=O)C=1N=NN(N1)CC)C1=CC=C(C=C1)F (3,3-Bis(4-Fluorophenyl)-2-(2-ethyl-2H-tetrazol-5-yl)-2-propenal). The yield is 79.6%. Reaction SMILES: [F:1][C:2]1[CH:7]=[CH:6][C:5]([C:8]([C:19]2[CH:24]=[CH:23][C:22]([F:25])=[CH:21][CH:20]=2)=[C:9]([C:12]2[N:13]=[N:14][N:15]([CH2:17][CH3:18])[N:16]=2)[CH2:10][OH:11])=[CH:4][CH:3]=1.[Cr](Cl)([O-])(=O)=O.[NH+]1C=CC=CC=1>>[F:1][C:2]1[CH:7]=[CH:6][C:5]([C:8]([C:19]2[CH:20]=[CH:21][C:22]([F:25])=[CH:23][CH:24]=2)=[C:9]([C:12]2[N:13]=[N:14][N:15]([CH2:17][CH3:18])[N:16]=2)[CH:10]=[O:11])=[CH:4][CH:3]=1 |f:1.2|. Reported procedure: The reaction of 4.0 g (12.0 mmoles) of 3,3-bis(4-fluorophenyl)-2-(2-ethyl-2H-tetrazol-5-yl)-2-propenol with pyridinium chlorochromate (4.5 g) was carried out by the procedure described in Example 48 and there was thereby produced 3.25 g (79.7%) of the title compound; m.p.=138°-139° C. Starting materials: C(OC(C)Cl)(OC1=CC=CC=C1)=O (1-Chloroethyl phenyl carbonate), C(C)(=O)NC=1C(=C(C(=C(C1I)C(=O)[O-])I)N(C)C(C)=O)I.[K+] (potassium 5-(N-acetylamino)-3-(N-acetyl-N-methylamino)-2,4,6-triiodobenzenecarboxylate), [I-].[K+] (potassium iodide). The solvent is CN(C)C=O (DMF). Reaction conditions: temperature 50 celsius, time 4 day. Yields the product C(C)(=O)NC=1C(=C(C(=C(C1I)C(=O)OC(C)OC(=O)OC1=CC=CC=C1)I)N(C)C(C)=O)I (1-(Phenyloxycarbonyloxy)ethyl 5-(N-acetylamino)-3-(N-acetyl-N-methylamino)-2,4,6-triiodobenzenecarboxylate). Reaction SMILES: [C:1](=[O:13])([O:6][C:7]1[CH:12]=[CH:11][CH:10]=[CH:9][CH:8]=1)[O:2][CH:3](Cl)[CH3:4].[C:14]([NH:17][C:18]1[C:19]([I:34])=[C:20]([N:29]([C:31](=[O:33])[CH3:32])[CH3:30])[C:21]([I:28])=[C:22]([C:25]([O-:27])=[O:26])[C:23]=1[I:24])(=[O:16])[CH3:15].[K+].[I-].[K+]>CN(C=O)C>[C:14]([NH:17][C:18]1[C:19]([I:34])=[C:20]([N:29]([C:31](=[O:33])[CH3:32])[CH3:30])[C:21]([I:28])=[C:22]([C:25]([O:27][CH:3]([O:2][C:1]([O:6][C:7]2[CH:12]=[CH:11][CH:10]=[CH:9][CH:8]=2)=[O:13])[CH3:4])=[O:26])[C:23]=1[I:24])(=[O:16])[CH3:15] |f:1.2,3.4|. Reported procedure: 1-Chloroethyl phenyl carbonate (prepared according to Synthesis 1986, 627) (2.21 g, 11 mmol) was added at room temperature to a solution of potassium 5-(N-acetylamino)-3-(N-acetyl-N-methylamino)-2,4,6-triiodobenzenecarboxylate (6.66 g, 10 mmol) and potassium iodide (0.17 g, 1 mmol) in dry DMF. After stirring at 50° C. for 6 hours and at room temperature for 4 days the solvent was removed at reduced pressure. The residue was suspended in chloroform (100 ml) and washed four times with a saturated ...